This data is from the Open Reaction Database (ORD), a public repository of structured organic reaction records. The task is: describe an organic reaction: reactants, conditions, products, and yield The reagents and catalysts are C1CCC(CC1)N=C=NC2CCCCC2 (DCC), CCN(C(C)C)C(C)C (DIPEA), Oc1cc(Cl)c(Cl)cc1Cl (2,4,5-Trichlorophenol). The yield is 2.9%. The product is Cc1ccc(CC(=O)Nc2cc([N+](=O)[O-])ccc2C)cc1. As a reaction SMILES: Cc1ccc([N+](=O)[O-])cc1N.Cc1ccc(CC(=O)O)cc1.C1CCC(CC1)N=C=NC2CCCCC2.C1=C(C(=CC(=C1Cl)Cl)Cl)[O-].[Na+].CCN(C(C)C)C(C)C.CN(C)C=O>>Cc1ccc(CC(=O)Nc2cc([N+](=O)[O-])ccc2C)cc1. Starting materials: Cc1ccc(CC(=O)O)cc1, Cc1ccc([N+](=O)[O-])cc1N. Solvent: CN(C)C=O (DMF), CN(C)C=O (DMF), CN(C)C=O (DMF), CN(C)C=O (DMF), CN(C)C=O (DMF), CN(C)C=O (DMF). Reaction conditions: temperature 25 celsius, time 2 hour. Starting materials: C(C)(C)(C)OC(=O)N1CC(CC1)NC(=O)C=1SC=CC1NC1=C2C(=NC=C1)NC=C2 (3-{[3-(1H-Pyrrolo[2,3-b]pyridin-4-ylamino)-thiophene-2-carbonyl]-amino}-pyrrolidine-1-carboxylic acid tert-butyl ester), CC1=C(C=CC=C1)CCN (2-(2-methylphenyl)ethylamine). Yields the product C1(=C(C=CC=C1)CCNC(=O)C=1SC=CC1NC1=C2C(=NC=C1)NC=C2)C (3-(1H-Pyrrolo[2,3-b]pyridin-4-ylamino)-thiophene-2-carboxylic acid (2-o-tolyl-ethyl)-amide). As a reaction SMILES: C(OC(N1[CH2:12][CH2:11][CH:10]([NH:13][C:14]([C:16]2[S:17][CH:18]=[CH:19][C:20]=2[NH:21][C:22]2[CH:27]=[CH:26][N:25]=[C:24]3[NH:28][CH:29]=[CH:30][C:23]=23)=[O:15])C1)=O)(C)(C)C.C[C:32]1[CH:37]=[CH:36][CH:35]=[CH:34][C:33]=1CCN>>[C:34]1([CH3:35])[CH:33]=[CH:32][CH:37]=[CH:36][C:12]=1[CH2:11][CH2:10][NH:13][C:14]([C:16]1[S:17][CH:18]=[CH:19][C:20]=1[NH:21][C:22]1[CH:27]=[CH:26][N:25]=[C:24]2[NH:28][CH:29]=[CH:30][C:23]=12)=[O:15]. Reported procedure: This compound was prepared in an analogous manner as 3-{[3-(1H-Pyrrolo[2,3-b]pyridin-4-ylamino)-thiophene-2-carbonyl]-amino}-pyrrolidine-1-carboxylic acid tert-butyl ester using 2-(2-methylphenyl)ethylamine instead of 1-BOC-3-aminopyrrolidine. LCMS (ESI) 377 (M+H) 1H NMR (400 MHz, DMSO-d6) δ ppm 11.97 (1H, br. s.) 10.45 (1H, s) 8.28 (1H, t, J=5.66 Hz) 8.06 (1H, d, J=6.25 Hz) 7.84 (1H, d, J=5.47 Hz) 7.36-7.43 (2H, m) 7.01-7.15 (4H, m) 6.78 (1H, d, J=6.25 Hz) 6.59 (1H, d, J=3.51 Hz) 3.39 (2H, td, ...